This data is from the Open Reaction Database (ORD), a public repository of structured organic reaction records. The task is: describe an organic reaction: reactants, conditions, products, and yield Reactants: C(=O)(OCC1=CC=CC=C1)N1CC(N(CC1)C1=C(C=C(C=C1)C(F)(F)F)[N+](=O)[O-])C(=O)O (4-carbobenzoxy-1-(4-trifluoromethyl-2-nitrophenyl)piperazine-2-carboxylic acid), hydrogen chloride salt, C([O-])(O)=O.[K+] (potassium bicarbonate), O (water). Reagents/catalysts: [Ni] (Raney nickel). Solvent: C(C)O (ethanol), C(C)O (ethanol). Reaction conditions: time 45 minute. The product is FC(C=1C=C2NC(C3N(C2=CC1)CCNC3)=O)(F)F (2,3,4,4a-Tetrahydro-8-Trifluoromethyl-1H-Pyrazino[1,2-a]Quinoxalin-5(6H)-One). Reaction SMILES: C([N:11]1[CH2:16][CH2:15][N:14]([C:17]2[CH:22]=[CH:21][C:20]([C:23]([F:26])([F:25])[F:24])=[CH:19][C:18]=2[N+:27]([O-])=O)[CH:13]([C:30]([OH:32])=O)[CH2:12]1)(OCC1C=CC=CC=1)=O.C(=O)(O)[O-].[K+].O>[Ni].C(O)C>[F:24][C:23]([F:26])([F:25])[C:20]1[CH:19]=[C:18]2[C:17](=[CH:22][CH:21]=1)[N:14]1[CH2:15][CH2:16][NH:11][CH2:12][CH:13]1[C:30](=[O:32])[NH:27]2 |f:1.2|. Procedure: A solution of 7.5 g. of 4-carbobenzoxy-1-(4-trifluoromethyl-2-nitrophenyl)piperazine-2-carboxylic acid, 4.0 g. of potassium bicarbonate, 150 ml. of water and 50 ml. of ethanol is hydrogenated over three teaspoons of Raney nickel catalyst at 50 p.s.i. for 45 minutes. The catalyst is filtered and the filtrate is acidified and extracted with ethylacetate. The aqueous phase is then basified with dilute sodium hydroxide and extracted with ethyl acetate. Concentration of the organic phase gives 1.2 g.... Reactants: N=1C=CN2C1C=CC(=C2)CC2=CN=C1N2N=C(C=C1)NCCO (2-(3-Imidazo[1,2-a]pyridin-6-ylmethyl-imidazo[1,2-b]pyridazin-6-ylamino)-ethanol), CN([C@H]1CNCC1)C (dimethyl(R)-pyrrolidin-3-yl-amine). Product: N=1C=CN2C1C=CC(=C2)CC2=CN=C1N2N=C(C=C1)N1C[C@@H](CC1)N(C)C ([(R)-1-(3-Imidazo[1,2-a]pyridin-6-ylmethyl-imidazo[1,2-b]pyridazin-6-yl)-pyrrolidin-3-yl]-dimethyl-amine). RXN SMILES: [N:1]1[CH:2]=[CH:3][N:4]2[CH:9]=[C:8]([CH2:10][C:11]3[N:15]4[N:16]=[C:17](NCCO)[CH:18]=[CH:19][C:14]4=[N:13][CH:12]=3)[CH:7]=[CH:6][C:5]=12.[CH3:24][N:25]([CH3:31])[C@@H:26]1[CH2:30][CH2:29][NH:28][CH2:27]1>>[N:1]1[CH:2]=[CH:3][N:4]2[CH:9]=[C:8]([CH2:10][C:11]3[N:15]4[N:16]=[C:17]([N:28]5[CH2:29][CH2:30][C@@H:26]([N:25]([CH3:31])[CH3:24])[CH2:27]5)[CH:18]=[CH:19][C:14]4=[N:13][CH:12]=3)[CH:7]=[CH:6][C:5]=12. Reported procedure: The title compound was prepared in analogy to the compound of Example 75 using dimethyl(R)-pyrrolidin-3-yl-amine as starting material (tR 0.93 min (conditions 7), MH+=362.1, 1H-NMR in DMSO-d6: 8.48 (s, 1H); 7.86 (s, 1H); 7.76 (d, 1H); 7.52 (s, 1H); 7.46 (d, 1H); 7.37 (s, 1H); 7.19 (d, 1H); 6.78 (d, 1H); 4.17 (s, 2H); 3.63 (m, 2H); 3.35 (m, 1H); 3.16 (m, 1H); 2.78 (m, 1H); 2.18 (m, 7H); 1.81 (m, 1H)). Reactants: NCCc1ccccc1, COc1ccc(C2CCCCC2=O)cc1, Cc1ccccc1, Cc1ccc(S(=O)(=O)O)cc1. Yields the product COc1ccc(C2CCCCC2NCCc2ccccc2)cc1. Reaction SMILES: [CH2:16]([CH2:17][c:18]1[cH:19][cH:20][cH:21][cH:22][cH:23]1)[NH2:24].[CH3:1][O:2][c:3]1[cH:4][cH:5][c:6]([CH:9]2[C:10](=[O:15])[CH2:11][CH2:12][CH2:13][CH2:14]2)[cH:7][cH:8]1.[CH3:36][c:37]1[cH:38][cH:39][cH:40][cH:41][cH:42]1.[c:25]1([CH3:26])[cH:27][cH:28][c:29]([S:30]([OH:31])(=[O:32])=[O:33])[cH:34][cH:35]1>>[CH3:1][O:2][c:3]1[cH:4][cH:5][c:6]([CH:9]2[CH:10]([NH:24][CH2:16][CH2:17][c:18]3[cH:19][cH:20][cH:21][cH:22][cH:23]3)[CH2:11][CH2:12][CH2:13][CH2:14]2)[cH:7][cH:8]1. The reactants are CC(=O)OC1CSC(Br)C(OC(C)=O)C1OC(C)=O, N#Cc1cccc(S)c1. Product: CC(=O)OC1CSC(Sc2cccc(C#N)c2)C(OC(C)=O)C1OC(C)=O. RXN SMILES: [C:10]([CH3:11])(=[O:12])[O:13][CH:14]1[CH:15]([Br:28])[S:16][CH2:17][CH:18]([O:24][C:25]([CH3:26])=[O:27])[CH:19]1[O:20][C:21]([CH3:22])=[O:23].[SH:1][c:2]1[cH:3][c:4]([C:5]#[N:6])[cH:7][cH:8][cH:9]1>>[S:1]([c:2]1[cH:3][c:4]([C:5]#[N:6])[cH:7][cH:8][cH:9]1)[CH:15]1[CH:14]([O:13][C:10]([CH3:11])=[O:12])[CH:19]([O:20][C:21]([CH3:22])=[O:23])[CH:18]([O:24][C:25]([CH3:26])=[O:27])[CH2:17][S:16]1.